From a dataset of the Open Reaction Database (ORD), a public repository of structured organic reaction records. describe an organic reaction: reactants, conditions, products, and yield RXN SMILES: [CH3:16][I:17].[CH3:1][c:2]1[n:3][cH:4][cH:5][cH:6][c:7]1[C:8]([CH2:9][CH3:10])([CH2:11][CH3:12])[OH:13].[Na+:15].[O:18]=[CH:19][N:20]([CH3:21])[CH3:22].[OH-:14]>>[CH3:1][c:2]1[n:3][cH:4][cH:5][cH:6][c:7]1[C:8]([CH2:9][CH3:10])([CH2:11][CH3:12])[O:13][CH3:16]. Yields the product CCC(CC)(OC)c1cccnc1C. The reactants are CI, CCC(O)(CC)c1cccnc1C, [Na+], CN(C)C=O, [OH-]. Reactants: C(CCC)[Sn](C1=CC=C(C(=O)N2CC=3N(CC4=C2C=CC=C4)C=CC3)C=C1)(CCCC)CCCC (10,11-dihydro-10-[4-(tributylstannyl)benzoyl]-5H-pyrrolo[2,1-c][1,4]benzodiazepine), BrC1=C(C=CC=C1)[N+](=O)[O-] (1-bromo-2-nitrobenzene). The reagents and catalysts are C1=CC=C(C=C1)P(C2=CC=CC=C2)C3=CC=CC=C3.C1=CC=C(C=C1)P(C2=CC=CC=C2)C3=CC=CC=C3.C1=CC=C(C=C1)P(C2=CC=CC=C2)C3=CC=CC=C3.C1=CC=C(C=C1)P(C2=CC=CC=C2)C3=CC=CC=C3.[Pd] (tetrakis(triphenylphosphine)palladium(O)). Solvent: C1(=CC=CC=C1)C (toluene). The product is [N+](=O)([O-])C1=C(C=CC=C1)C1=CC=C(C(=O)N2CC=3N(CC4=C2C=CC=C4)C=CC3)C=C1 (10,11-Dihydro-10-[4-(2-nitrophenyl)benzoyl]-5H-pyrrolo[2,1-c][1,4]benzodiazepine). Yield: 56.4%. RXN SMILES: C([Sn](CCCC)(CCCC)[C:6]1[CH:27]=[CH:26][C:9]([C:10]([N:12]2[C:18]3[CH:19]=[CH:20][CH:21]=[CH:22][C:17]=3[CH2:16][N:15]3[CH:23]=[CH:24][CH:25]=[C:14]3[CH2:13]2)=[O:11])=[CH:8][CH:7]=1)CCC.Br[C:37]1[CH:42]=[CH:41][CH:40]=[CH:39][C:38]=1[N+:43]([O-:45])=[O:44]>C1(C)C=CC=CC=1.C1C=CC(P(C2C=CC=CC=2)C2C=CC=CC=2)=CC=1.C1C=CC(P(C2C=CC=CC=2)C2C=CC=CC=2)=CC=1.C1C=CC(P(C2C=CC=CC=2)C2C=CC=CC=2)=CC=1.C1C=CC(P(C2C=CC=CC=2)C2C=CC=CC=2)=CC=1.[Pd]>[N+:43]([C:38]1[CH:39]=[CH:40][CH:41]=[CH:42][C:37]=1[C:6]1[CH:7]=[CH:8][C:9]([C:10]([N:12]2[C:18]3[CH:19]=[CH:20][CH:21]=[CH:22][C:17]=3[CH2:16][N:15]3[CH:23]=[CH:24][CH:25]=[C:14]3[CH2:13]2)=[O:11])=[CH:26][CH:27]=1)([O-:45])=[O:44] |f:3.4.5.6.7|. Reported procedure: A mixture of 3.0 g of 10,11-dihydro-10-[4-(tributylstannyl)benzoyl]-5H-pyrrolo[2,1-c][1,4]benzodiazepine, 200 mg of tetrakis(triphenylphosphine)palladium(O) and 2.0 g of 1-bromo-2-nitrobenzene in 200 ml of toluene is refluxed for 16 hours. The reaction mixture is filtered and the filtrate evaporated in vacuo to a residue which is purified by column chromatography on silica gel by elution with 30% ethyl acetate-hexane to give 1.2 g of the desired product as a solid. Mass spectrum: M+H:410. Starting materials: C1COCCO1, CC(O)CN(C)C, [H-], N#Cc1ncc(N)nc1Cl, [Na+]. Product: CC(CN(C)C)Oc1nc(N)cnc1C#N. As a reaction SMILES: [CH2:20]1[O:21][CH2:22][CH2:23][O:24][CH2:25]1.[CH3:1][N:2]([CH2:3][CH:4]([CH3:5])[OH:6])[CH3:7].[H-:8].[NH2:10][c:11]1[n:12][c:13]([Cl:19])[c:14]([C:17]#[N:18])[n:15][cH:16]1.[Na+:9]>>[CH3:1][N:2]([CH2:3][CH:4]([CH3:5])[O:6][c:13]1[n:12][c:11]([NH2:10])[cH:16][n:15][c:14]1[C:17]#[N:18])[CH3:7]. Reactants: CC(C)NS(=O)(=O)c1cc2ccccc2n1S(=O)(=O)c1ccccc1, OC(c1ccccc1)c1ccccc1, CCOC(=O)N=NC(=O)OCC, C1CCOC1, O, c1ccc(P(c2ccccc2)c2ccccc2)cc1. Product: CC(C)N(C(c1ccccc1)c1ccccc1)S(=O)(=O)c1cc2ccccc2n1S(=O)(=O)c1ccccc1. Reaction SMILES: [CH:1]([CH3:2])([CH3:3])[NH:4][S:5](=[O:6])(=[O:7])[c:8]1[n:9]([S:17](=[O:18])(=[O:19])[c:20]2[cH:21][cH:22][cH:23][cH:24][cH:25]2)[c:10]2[cH:11][cH:12][cH:13][cH:14][c:15]2[cH:16]1.[CH:45]([c:46]1[cH:47][cH:48][cH:49][cH:50][cH:51]1)([c:52]1[cH:53][cH:54][cH:55][cH:56][cH:57]1)[OH:58].[O:59]=[C:60]([O:61][CH2:62][CH3:63])[N:64]=[N:65][C:66]([O:67][CH2:68][CH3:69])=[O:70].[O:71]1[CH2:72][CH2:73][CH2:74][CH2:75]1.[OH2:76].[c:26]1([P:27]([c:28]2[cH:29][cH:30][cH:31][cH:32][cH:33]2)[c:34]2[cH:35][cH:36][cH:37][cH:38][cH:39]2)[cH:40][cH:41][cH:42][cH:43][cH:44]1>>[CH:1]([CH3:2])([CH3:3])[N:4]([S:5](=[O:6])(=[O:7])[c:8]1[n:9]([S:17](=[O:18])(=[O:19])[c:20]2[cH:21][cH:22][cH:23][cH:24][cH:25]2)[c:10]2[cH:11][cH:12][cH:13][cH:14][c:15]2[cH:16]1)[CH:45]([c:46]1[cH:47][cH:48][cH:49][cH:50][cH:51]1)[c:52]1[cH:53][cH:54][cH:55][cH:56][cH:57]1. The reactants are CC=1C2=C(SC1)C=CC=C2 (3-methyl-benzo[b]thiophene), C(C1=CC=CC=C1)=O (benzaldehyde). The product is CC=1C2=C(SC1C(O)C1=CC=CC=C1)C=CC=C2 ((3-methyl-benzo[b]thiophen-2-yl)-phenyl-methanol). Reaction SMILES: [CH3:1][C:2]1[C:3]2[CH:10]=[CH:9][CH:8]=[CH:7][C:4]=2[S:5][CH:6]=1.[CH:11](=[O:18])[C:12]1[CH:17]=[CH:16][CH:15]=[CH:14][CH:13]=1>>[CH3:1][C:2]1[C:3]2[CH:10]=[CH:9][CH:8]=[CH:7][C:4]=2[S:5][C:6]=1[CH:11]([C:12]1[CH:17]=[CH:16][CH:15]=[CH:14][CH:13]=1)[OH:18]. Procedure: Using general procedure B, 3-methyl-benzo[b]thiophene was reacted with benzaldehyde to give (3-methyl-benzo[b]thiophen-2-yl)-phenyl-methanol as a pale yellow solid. MS: 236.8 ([M+H—H2O]+). The reactants are BrB(Br)Br, ClCCl, COc1cccc(-c2nn(Cc3cc4cccc(C)c4c(=O)n3-c3ccccc3C)c3ncnc(N)c23)c1. Yields the product Cc1ccccc1-n1c(Cn2nc(-c3cccc(O)c3)c3c(N)ncnc32)cc2cccc(C)c2c1=O. Reaction SMILES: [B:39]([Br:40])([Br:41])[Br:42].[Cl:43][CH2:44][Cl:45].[NH2:1][c:2]1[c:3]2[c:4]([n:5][cH:6][n:7]1)[n:8]([CH2:19][c:20]1[n:21](-[c:32]3[c:33]([CH3:38])[cH:34][cH:35][cH:36][cH:37]3)[c:22](=[O:31])[c:23]3[c:24]([CH3:30])[cH:25][cH:26][cH:27][c:28]3[cH:29]1)[n:9][c:10]2-[c:11]1[cH:12][c:13]([O:17][CH3:18])[cH:14][cH:15][cH:16]1>>[NH2:1][c:2]1[c:3]2[c:4]([n:5][cH:6][n:7]1)[n:8]([CH2:19][c:20]1[n:21](-[c:32]3[c:33]([CH3:38])[cH:34][cH:35][cH:36][cH:37]3)[c:22](=[O:31])[c:23]3[c:24]([CH3:30])[cH:25][cH:26][cH:27][c:28]3[cH:29]1)[n:9][c:10]2-[c:11]1[cH:12][c:13]([OH:17])[cH:14][cH:15][cH:16]1. The reactants are O=C([O-])[O-], CCOC(=O)Cl, CN(C)C(=O)N1CCc2ccc(S(N)(=O)=O)cc2CC1, CC(C)=O, ClC(Cl)Cl, [K+], [K+], O, O=S(=O)(O)O. The product is CCOC(=O)NS(=O)(=O)c1ccc2c(c1)CCN(C(=O)N(C)C)CC2. As a reaction SMILES: [C:21](=[O:22])([O-:23])[O-:24].[CH2:27]([CH3:28])[O:29][C:30](=[O:31])[Cl:32].[CH3:1][N:2]([C:3](=[O:4])[N:5]1[CH2:6][CH2:7][c:8]2[c:9]([cH:12][cH:13][c:14]([S:16](=[O:17])(=[O:18])[NH2:19])[cH:15]2)[CH2:10][CH2:11]1)[CH3:20].[CH3:43][C:44](=[O:45])[CH3:46].[CH:38]([Cl:39])([Cl:40])[Cl:41].[K+:25].[K+:26].[OH2:42].[S:33](=[O:34])(=[O:35])([OH:36])[OH:37]>>[CH3:1][N:2]([C:3](=[O:4])[N:5]1[CH2:6][CH2:7][c:8]2[c:9]([cH:12][cH:13][c:14]([S:16](=[O:17])(=[O:18])[NH:19][C:30]([O:29][CH2:27][CH3:28])=[O:31])[cH:15]2)[CH2:10][CH2:11]1)[CH3:20]. Starting materials: [K] (potassium), ClC=1C=C(C=CC1)C=1C=C2C(=NC(NC2=CC1)=O)C1CC1 (6-(3-chlorophenyl)-4-cyclopropyl-1H-quinazolin-2-one), COC1=CC=C(CCl)C=C1 (p-methoxy benzyl chloride). Run in CN(C)C=O (DMF). Reaction conditions: time 30 minute. The product is ClC=1C=C(C=CC1)C=1C=C2C(=NC(N(C2=CC1)CC1=CC=C(C=C1)OC)=O)C1CC1 (6-(3-chlorophenyl)-4-cyclopropyl-1-(4-methoxybenzyl)-1H-quinazolin-2-one). RXN SMILES: [Cl:1][C:2]1[CH:3]=[C:4]([C:8]2[CH:9]=[C:10]3[C:15](=[CH:16][CH:17]=2)[NH:14][C:13](=[O:18])[N:12]=[C:11]3[CH:19]2[CH2:21][CH2:20]2)[CH:5]=[CH:6][CH:7]=1.[K].[CH3:23][O:24][C:25]1[CH:32]=[CH:31][C:28]([CH2:29]Cl)=[CH:27][CH:26]=1>CN(C=O)C>[Cl:1][C:2]1[CH:3]=[C:4]([C:8]2[CH:9]=[C:10]3[C:15](=[CH:16][CH:17]=2)[N:14]([CH2:29][C:28]2[CH:31]=[CH:32][C:25]([O:24][CH3:23])=[CH:26][CH:27]=2)[C:13](=[O:18])[N:12]=[C:11]3[CH:19]2[CH2:21][CH2:20]2)[CH:5]=[CH:6][CH:7]=1 |^1:21|. Reported procedure: To a suspension of 6-(3-chlorophenyl)-4-cyclopropyl-1H-quinazolin-2-one (0.5 g, 1.68 mmol) in anhydrous DMF was added potassium hexmethylsilyl amide (0.45 g, 2.1 mmol) at ambient temperature under nitrogen. The reaction mixture was stirred at ambient temperature for 30 minutes, treated with p-methoxy benzyl chloride (0.35 mL, 2.5 mmol), and heated at 55° C. for 5 hours. The mixture was then cooled to room temperature and quenched with a saturated aqueous ammoniun chloride solution (10 mL). Methy...